Dataset: the Open Reaction Database (ORD), a public repository of structured organic reaction records. Task: describe an organic reaction: reactants, conditions, products, and yield Starting materials: C(C)OC(CNC(=O)C1=CC2=NC=CC(=C2S1)OC1=CC(=C(C=C1)NC(=O)NC1=C(C=CC(=C1)C)F)F)OCC (N-(2,2-diethoxyethyl)-7-[3-fluoro-4-({[(2-fluoro-5-methylphenyl)amino]carbonyl}amino)phenoxy]thieno[3,2-b]pyridine-2-carboxamide), Cl (HCl), C(=O)(O)[O-].[Na+] (NaHCO3), O (water). Solvent: C1CCOC1 (THF). Conditions: temperature 60 celsius. Product: FC=1C=C(OC2=C3C(=NC=C2)C=C(S3)C(=O)NCC=O)C=CC1NC(=O)NC1=C(C=CC(=C1)C)F (7-[3-fluoro-4-({[(2-fluoro-5-methylphenyl)amino]carbonyl}amino)phenoxy]-N-(2-oxoethyl)thieno[3,2-b]pyridine-2-carboxamide). RXN SMILES: C([O:3][CH:4](OCC)[CH2:5][NH:6][C:7]([C:9]1[S:17][C:16]2[C:11](=[N:12][CH:13]=[CH:14][C:15]=2[O:18][C:19]2[CH:24]=[CH:23][C:22]([NH:25][C:26]([NH:28][C:29]3[CH:34]=[C:33]([CH3:35])[CH:32]=[CH:31][C:30]=3[F:36])=[O:27])=[C:21]([F:37])[CH:20]=2)[CH:10]=1)=[O:8])C.Cl.O.C([O-])(O)=O.[Na+]>C1COCC1>[F:37][C:21]1[CH:20]=[C:19]([CH:24]=[CH:23][C:22]=1[NH:25][C:26]([NH:28][C:29]1[CH:34]=[C:33]([CH3:35])[CH:32]=[CH:31][C:30]=1[F:36])=[O:27])[O:18][C:15]1[CH:14]=[CH:13][N:12]=[C:11]2[CH:10]=[C:9]([C:7]([NH:6][CH2:5][CH:4]=[O:3])=[O:8])[S:17][C:16]=12 |f:3.4|. Procedure: To a stirred solution of N-(2,2-diethoxyethyl)-7-[3-fluoro-4-({[(2-fluoro-5-methylphenyl)amino]carbonyl}amino)phenoxy]thieno[3,2-b]pyridine-2-carboxamide (300 mg, 0.53 mmol) in 10 ml of THF was added 2 ml of 2M HCl. The mixture was heated under nitrogen at 60° C. for 4 hours, cooled to room temperature, and poured into 100 ml of water with vigorous stirring. Saturated NaHCO3 solution was added until pH=7. The precipitates were filtered, washed with water and dried in vacuo to give 7-[3-fluoro-4-... Starting materials: CC1=NC(=CC=C1C(CC)O)C1=CC(=CC=C1)C(F)(F)F ([rac]-1-[2-methyl-6-(3-trifluoromethyl-phenyl)-pyridin-3-yl]-propan-1-ol), O=S(Cl)Cl (SOCl2). The solvent is C(Cl)Cl (CH2Cl2). The product is ClC(CC)C=1C(=NC(=CC1)C1=CC(=CC=C1)C(F)(F)F)C ([rac]-3-(1-Chloro-propyl)-2-methyl-6-(3-trifluoromethyl-phenyl)-pyridine). Reaction SMILES: [CH3:1][C:2]1[C:7]([CH:8](O)[CH2:9][CH3:10])=[CH:6][CH:5]=[C:4]([C:12]2[CH:17]=[CH:16][CH:15]=[C:14]([C:18]([F:21])([F:20])[F:19])[CH:13]=2)[N:3]=1.O=S(Cl)[Cl:24]>C(Cl)Cl>[Cl:24][CH:8]([C:7]1[C:2]([CH3:1])=[N:3][C:4]([C:12]2[CH:17]=[CH:16][CH:15]=[C:14]([C:18]([F:21])([F:20])[F:19])[CH:13]=2)=[CH:5][CH:6]=1)[CH2:9][CH3:10]. Reported procedure: 0.468 g (1.58 mmol) of the above prepared [rac]-1-[2-methyl-6-(3-trifluoromethyl-phenyl)-pyridin-3-yl]-propan-1-ol was dissolved in 7.6 ml of CH2Cl2 and treated dropwise at 0° C. with 0.23 ml (2 eq.) of SOCl2. The reaction mixture was kept at 0° C. for 5 Min. and at RT for 30 Min. Pouring onto crashed ice/NaHCO3, twofold extraction with AcOEt, washing with water, drying over sodium sulfate, and evaporation of the solvents yielded 0.496 g of pure title compound as light yellow oil. Reactants: Cc1ccccc1, O=C(Cl)Cl, CCOc1c(Cl)cc(N)cc1OCCCl. Yields the product CCOc1c(Cl)cc(N=C=O)cc1OCCCl. Reaction SMILES: [CH3:20][c:21]1[cH:22][cH:23][cH:24][cH:25][cH:26]1.[Cl:16][C:17]([Cl:18])=[O:19].[Cl:1][CH2:2][CH2:3][O:4][c:5]1[cH:6][c:7]([NH2:8])[cH:9][c:10]([Cl:15])[c:11]1[O:12][CH2:13][CH3:14]>>[Cl:1][CH2:2][CH2:3][O:4][c:5]1[cH:6][c:7]([N:8]=[C:17]=[O:19])[cH:9][c:10]([Cl:15])[c:11]1[O:12][CH2:13][CH3:14]. Reaction SMILES: [CH3:19][O:20][CH2:21][CH2:22][CH:23]1[NH:24][CH2:25][CH2:26][NH:27][CH2:28]1.[CH:29]([OH:30])([CH3:31])[CH3:32].[Cl:1][c:2]1[cH:3][c:4]2[c:5]([cH:17][cH:18]1)[NH:6][c:7]1[s:8][c:9]([CH3:16])[cH:10][c:11]1[C:12]([S:14][CH3:15])=[N:13]2>>[Cl:1][c:2]1[cH:3][c:4]2[c:5]([cH:17][cH:18]1)[NH:6][c:7]1[s:8][c:9]([CH3:16])[cH:10][c:11]1[C:12]([N:27]1[CH2:26][CH2:25][NH:24][CH:23]([CH2:22][CH2:21][O:20][CH3:19])[CH2:28]1)=[N:13]2. Reactants: COCCC1CNCCN1, CC(C)O, CSC1=Nc2cc(Cl)ccc2Nc2sc(C)cc21. Product: COCCC1CN(C2=Nc3cc(Cl)ccc3Nc3sc(C)cc32)CCN1. Reactants: COC=1C=C(C=CC1)C(C(CN(C)C)C)CC ([3-(3-methoxy-phenyl)-2-methyl-pentyl]-dimethyl-amine), Cl (hydrochloride). Product: COC=1C=C(C=CC1)\C(\[C@@H](CN(C)C)C)=C/C ((Z)—(S)-[3-(3-methoxy-phenyl)-2-methyl-pent-3-enyl]-dimethyl-amine). RXN SMILES: [CH3:1][O:2][C:3]1[CH:4]=[C:5]([CH:9]([CH2:16][CH3:17])[CH:10]([CH3:15])[CH2:11][N:12]([CH3:14])[CH3:13])[CH:6]=[CH:7][CH:8]=1.Cl>>[CH3:1][O:2][C:3]1[CH:4]=[C:5](/[C:9](=[CH:16]\[CH3:17])/[C@H:10]([CH3:15])[CH2:11][N:12]([CH3:14])[CH3:13])[CH:6]=[CH:7][CH:8]=1. Procedure details: The yield of [3-(3-methoxy-phenyl)-2-methyl-pentyl]-dimethyl-amine; hydrochloride (3) was >96% with a ratio of the enantiomer (−)-(2R,3R) to the diastereoisomer (−)-(2R,3S) of 76:24. The (−)-(2R,3R) enantiomer is preferably used as an active ingredient in medicaments.